The task is: describe an organic reaction: reactants, conditions, products, and yield. This data is from the Open Reaction Database (ORD), a public repository of structured organic reaction records. Starting materials: O=C1OCCC1Br, Cl, Nc1ccccc1C(=O)O, [Na+], [Na+], O=C([O-])[O-], O. The product is O=C(O)c1ccccc1NC1CCOC1=O. RXN SMILES: [Br:17][CH:18]1[C:19](=[O:20])[O:21][CH2:22][CH2:23]1.[ClH:24].[NH2:1][c:2]1[cH:3][cH:4][cH:5][cH:6][c:7]1[C:8]([OH:9])=[O:10].[Na+:11].[Na+:12].[O-:13][C:14](=[O:15])[O-:16].[OH2:25]>>[NH:1]([c:2]1[cH:3][cH:4][cH:5][cH:6][c:7]1[C:8]([OH:9])=[O:10])[CH:18]1[C:19](=[O:20])[O:21][CH2:22][CH2:23]1. Starting materials: FC(C(=O)OC(C(F)(F)F)=O)(F)F (trifluoroacetic anhydride), BrC=1C(=C(C(=NC1)N)C1=CC(=CC=C1)C(F)(F)F)C (5-bromo-4-methyl-3-(3-trifluoromethyl-phenyl)-pyridin-2-ylamine), COC(N(C)C)OC (dimethylformamide dimethyl acetal), Cl.NO (hydroxylamine hydrochloride), C(O)([O-])=O.[Na+] (Sodium hydrogen carbonate). Solvent: C1CCOC1 (THF), CC(C)O (IPA). Conditions: temperature 50 celsius, time 1.5 hour. Product: BrC=1C(=C(C=2N(C1)N=CN2)C2=CC(=CC=C2)C(F)(F)F)C (6-Bromo-7-methyl-8-(3-trifluoromethyl-phenyl)-[1,2,4]triazolo[1,5-a]pyridine). Yield: 97.6%. RXN SMILES: [Br:1][C:2]1[C:3]([CH3:19])=[C:4]([C:9]2[CH:14]=[CH:13][CH:12]=[C:11]([C:15]([F:18])([F:17])[F:16])[CH:10]=2)[C:5]([NH2:8])=[N:6][CH:7]=1.CO[CH:22](OC)[N:23](C)C.Cl.NO.FC(F)(F)C(OC(=O)C(F)(F)F)=O.C(=O)([O-])O.[Na+]>CC(O)C.C1COCC1>[Br:1][C:2]1[C:3]([CH3:19])=[C:4]([C:9]2[CH:14]=[CH:13][CH:12]=[C:11]([C:15]([F:18])([F:16])[F:17])[CH:10]=2)[C:5]2[N:6]([N:23]=[CH:22][N:8]=2)[CH:7]=1 |f:2.3,5.6|. Procedure details: A suspension of 5-bromo-4-methyl-3-(3-trifluoromethyl-phenyl)-pyridin-2-ylamine (Int. 1, 1.0 g, 3.02 mmol) in IPA (3 mL) was treated with dimethylformamide dimethyl acetal (522 μL, 3.93 mmol) then heated at reflux for 3 hrs. The reaction mixture was cooled to 50° C. and hydroxylamine hydrochloride (273 mg, 3.93 mmol) was added. The reaction mixture was stirred at 50° C. for 1.5 hrs then allowed to cool and the resultant precipitate was collected by filtration, washing with IMS. The solid thus ob... Reactants: O1C(=CC=C1)C1=NC(=NC(=C1I)S(=O)C)N (4-furan-2-yl-5-iodo-6-methanesulfinyl-pyrimidin-2-yl-amine), C(CCC)N (butylamine). The solvent is C1CCOC1 (THF). Product: C(CCC)NC1=NC(=NC(=C1I)C=1OC=CC1)N (N4-Butyl-6-furan-2-yl-5-iodo-pyrimidine-2,4-diamine). Reaction SMILES: [O:1]1[CH:5]=[CH:4][CH:3]=[C:2]1[C:6]1[C:11]([I:12])=[C:10](S(C)=O)[N:9]=[C:8]([NH2:16])[N:7]=1.[CH2:17]([NH2:21])[CH2:18][CH2:19][CH3:20]>C1COCC1>[CH2:17]([NH:21][C:10]1[C:11]([I:12])=[C:6]([C:2]2[O:1][CH:5]=[CH:4][CH:3]=2)[N:7]=[C:8]([NH2:16])[N:9]=1)[CH2:18][CH2:19][CH3:20]. Reported procedure: From 4-furan-2-yl-5-iodo-6-methanesulfinyl-pyrimidin-2-yl-amine and butylamine in THF. ES-MS m/e (%): 359 (M+H+, 100). The reactants are C1(=CC=CC=C1)COC(CN(CC(OCC1=CC=CC=C1)=O)C1=CC(=CC(=C1)OCCCCCCCCCC)OCCCCCCCCCC)=O (N-[3,5-bis(decyloxy)phenyl]-N-[2-oxo-2-(phenylmethoxy)ethyl]glycine phenylmethyl ester), [H][H] (hydrogen). Reagents/catalysts: [Pd] (palladium on charcoal). Solvent: C1CCOC1 (THF). Product: C(=O)(O)CN(CC(=O)O)C1=CC(=CC(=C1)OCCCCCCCCCC)OCCCCCCCCCC (N-(carboxymethyl)-N-[3,5-bis(decyloxy)phenyl]glycine). Yield: 74.8%. Reaction SMILES: C1(C[O:8][C:9](=[O:51])[CH2:10][N:11]([C:23]2[CH:28]=[C:27]([O:29][CH2:30][CH2:31][CH2:32][CH2:33][CH2:34][CH2:35][CH2:36][CH2:37][CH2:38][CH3:39])[CH:26]=[C:25]([O:40][CH2:41][CH2:42][CH2:43][CH2:44][CH2:45][CH2:46][CH2:47][CH2:48][CH2:49][CH3:50])[CH:24]=2)[CH2:12][C:13](=[O:22])[O:14]CC2C=CC=CC=2)C=CC=CC=1.[H][H]>[Pd].C1COCC1>[C:9]([CH2:10][N:11]([C:23]1[CH:28]=[C:27]([O:29][CH2:30][CH2:31][CH2:32][CH2:33][CH2:34][CH2:35][CH2:36][CH2:37][CH2:38][CH3:39])[CH:26]=[C:25]([O:40][CH2:41][CH2:42][CH2:43][CH2:44][CH2:45][CH2:46][CH2:47][CH2:48][CH2:49][CH3:50])[CH:24]=1)[CH2:12][C:13]([OH:22])=[O:14])([OH:51])=[O:8]. Reported procedure: A mixture of 10.2 g (0.0145 mol) of N-[3,5-bis(decyloxy)phenyl]-N-[2-oxo-2-(phenylmethoxy)ethyl]glycine phenylmethyl ester and 1.5 g of 10% palladium on charcoal in 500 ml of THF was shaken in a hydrogen atmosphere at room temperature for 7 hours. The catalyst was removed by filtration and the filtrate was concentrated under reduced pressure to a solid which was recrystallized from acetonitrile to give 5.66 g (75% yield, mp 110°-114°) of N-(carboxymethyl)-N-[3,5-bis(decyloxy)phenyl]glycine. Reactants: NC1=NC(=NC=C1C(=O)C1=C(C=CC(=C1)F)OC)NC1CCN(CC1)S(=O)(=O)CCCN1CCCC1 ([4-amino-2-[1-(3-pyrrolidin-1-yl-propane-1-sulfonyl)-piperidin-4-ylamino]-pyrimidin-5-yl]-(5-fluoro-2-methoxy-phenyl)-methanone), [I-].[K+] (potassium iodide), C(C)(=O)[O-].[K+] (potassium acetate). The solvent is CN(C=O)C (dimethylformamide), O (water), [Cl-].[Na+] (sodium chloride). The product is NC1=NC(=NC=C1C(C1=C(C=CC(=C1)F)OC)=O)NC1CCN(CC1)S(=O)(=O)CCCOC(C)=O (acetic acid 3-[4-[4-amino-5-(5-fluoro-2-methoxy-benzoyl)-pyrimidin-2-ylamino]-piperidine-1-sulfonyl]-propyl ester). The yield is 51.5%. RXN SMILES: [NH2:1][C:2]1[C:7]([C:8]([C:10]2[CH:15]=[C:14]([F:16])[CH:13]=[CH:12][C:11]=2[O:17][CH3:18])=[O:9])=[CH:6][N:5]=[C:4]([NH:19][CH:20]2[CH2:25][CH2:24][N:23]([S:26]([CH2:29][CH2:30][CH2:31]N3CCCC3)(=[O:28])=[O:27])[CH2:22][CH2:21]2)[N:3]=1.[I-].[K+].[C:39]([O-:42])(=[O:41])[CH3:40].[K+]>CN(C)C=O.O.[Cl-].[Na+]>[NH2:1][C:2]1[C:7]([C:8](=[O:9])[C:10]2[CH:15]=[C:14]([F:16])[CH:13]=[CH:12][C:11]=2[O:17][CH3:18])=[CH:6][N:5]=[C:4]([NH:19][CH:20]2[CH2:21][CH2:22][N:23]([S:26]([CH2:29][CH2:30][CH2:31][O:42][C:39](=[O:41])[CH3:40])(=[O:28])=[O:27])[CH2:24][CH2:25]2)[N:3]=1 |f:1.2,3.4,7.8|. Reported procedure: A suspension of [4-amino-2-[1-(3-chloro-propane-1-sulfonyl)-piperidin-4-ylamino]-pyrimidin-5-yl]-(5-fluoro-2-methoxy-phenyl)-methanone (80 mg, 0.16 mmol, Example 273), potassium iodide (100 mg, 0.61 mmol), and potassium acetate (120 mg, 1.22 mmol) in dimethylformamide (6 mL) was heated at 65–85° C. under nitrogen for 14 hours. The resulting solution was diluted with 50 mL of cold water plus 20 mL of saturated aqueous sodium chloride. Solids were filtered, collected and dissolved in methylene chl...